Task: describe an organic reaction: reactants, conditions, products, and yield. Dataset: the Open Reaction Database (ORD), a public repository of structured organic reaction records Starting materials: C1(=CC=CC=C1)NN=C(C#N)C#N (2-(phenylhydrazono)malononitrile), NC1=CC=CC=C1 (aniline), C(CC#N)#N (malononitrile), N(N)C1=CC=C(C(=O)O)C=C1 (4-hydrazinobenzoic acid). Run at time 4 hour. Product: NC1=NN(C(=C1N=NC1=CC=CC=C1)N)C1=CC=C(C(=O)O)C=C1 (4-(3,5-diamino-4-phenylazopyrazol-1-yl)benzoic acid), compound. The yield is 14.0%. RXN SMILES: [C:1]1([NH:7][N:8]=[C:9]([C:12]#[N:13])[C:10]#[N:11])[CH:6]=[CH:5][CH:4]=[CH:3][CH:2]=1.NC1C=CC=CC=1.C(#N)CC#N.[NH:26]([C:28]1[CH:36]=[CH:35][C:31]([C:32]([OH:34])=[O:33])=[CH:30][CH:29]=1)[NH2:27]>>[NH2:11][C:10]1[C:9]([N:8]=[N:7][C:1]2[CH:2]=[CH:3][CH:4]=[CH:5][CH:6]=2)=[C:12]([NH2:13])[N:26]([C:28]2[CH:29]=[CH:30][C:31]([C:32]([OH:34])=[O:33])=[CH:35][CH:36]=2)[N:27]=1. Procedure details: 4-(3,5-diamino-4-phenylazopyrazol-1-yl)benzoic acid was prepared using 85 mg (0.5 mmol) of 2-(phenylhydrazono)malononitrile, which was derived from aniline (10 mL, 107 mmol) and malononitrile (161 mmol), and 4-hydrazinobenzoic acid (76 mg, 0.5° mmol). After reacting for 4 hrs, the reaction remained as a slurry; however, analysis of the reaction solution by TLC indicated that no starting material remained. The resulting solid was isolated by filtration, washed with ethanol, and dried to yield 22 ... Starting materials: N#Cc1cc(Cl)c[nH]1, [H-], NOP(=O)(c1ccccc1)c1ccccc1, [Na+], CN(C)C=O. Product: N#Cc1cc(Cl)cn1N. RXN SMILES: [Cl:1][c:2]1[cH:3][c:4]([C:7]#[N:8])[nH:5][cH:6]1.[H-:10].[NH2:11][O:12][P:13](=[O:14])([c:15]1[cH:16][cH:17][cH:18][cH:19][cH:20]1)[c:21]1[cH:22][cH:23][cH:24][cH:25][cH:26]1.[Na+:9].[O:27]=[CH:28][N:29]([CH3:30])[CH3:31]>>[Cl:1][c:2]1[cH:3][c:4]([C:7]#[N:8])[n:5]([NH2:11])[cH:6]1. The reactants are B(OC)(OC)OC (trimethyl borate), C1CCOC1 (THF), Cl (hydrochloric acid), FC1=C(C=CC=C1F)C (2,3-difluorotoluene), C1CCOC1 (THF), [Li]C(C)CC (sec-BuLi). Conditions: time 2 hour. The product is FC1=C(C=C(C=C1F)C)OB(O)O (2,3-difluoro-5-methylphenylboric acid). RXN SMILES: [F:1][C:2]1[C:7]([F:8])=CC=CC=1C.[Li][CH:11](CC)C.[B:15](OC)([O:18]C)[O:16]C.Cl.[CH2:23]1[CH2:27][O:26][CH2:25][CH2:24]1>>[F:1][C:2]1[C:7]([F:8])=[CH:25][C:24]([CH3:11])=[CH:23][C:27]=1[O:26][B:15]([OH:18])[OH:16]. Procedure: Under a nitrogen atmosphere, 30 g the compound (2) having been dissolved in 240 mL of THF was cooled to −78° C., to which 284 mL of sec-BuLi (1 M/L) was added, followed by stirring at the same temperature for 2 hours. 48.7 g of trimethyl borate having been dissolved in 120 mL of THF was added dropwise thereto at the same temperature, followed by stirring at the same temperature for 1 hour, and the mixture was increased in temperature to room temperature and then stirred over night. Under cooling... The reactants are COC(=O)c1csc(NC(=O)OC(C)(C)C)n1, [Li+], C1CCOC1, [OH-], O, O. Product: CC(C)(C)OC(=O)Nc1nc(C(=O)O)cs1. RXN SMILES: [CH3:1][O:2][C:3](=[O:4])[c:5]1[n:6][c:7]([NH:10][C:11](=[O:12])[O:13][C:14]([CH3:15])([CH3:16])[CH3:17])[s:8][cH:9]1.[Li+:21].[O:22]1[CH2:23][CH2:24][CH2:25][CH2:26]1.[OH-:20].[OH2:18].[OH2:19]>>[O:2]=[C:3]([OH:4])[c:5]1[n:6][c:7]([NH:10][C:11](=[O:12])[O:13][C:14]([CH3:15])([CH3:16])[CH3:17])[s:8][cH:9]1. Starting materials: C(#N)C1=C(C=CC=C1)C1=NN2C(S1)=NC(=C2)C2=CC=CC=C2 (2-(2-cyanophenyl)-6-phenyl-imidazo[2,1-b]-1,3,4-thiadiazole), O (water), OP(=O)(O)O (H3PO4). The product is C(=O)(O)C1=C(C=CC=C1)C1=NN2C(S1)=NC(=C2)C2=CC=CC=C2 (2-(2-Carboxyphenyl)-6-phenyl-imidazo[2,1-b]-1,3,4-thiadiazole). Reaction SMILES: [C:1]([C:3]1[CH:8]=[CH:7][CH:6]=[CH:5][C:4]=1[C:9]1[S:13][C:12]2=[N:14][C:15]([C:17]3[CH:22]=[CH:21][CH:20]=[CH:19][CH:18]=3)=[CH:16][N:11]2[N:10]=1)#N.[OH2:23].[OH:24]P(O)(O)=O>>[C:1]([C:3]1[CH:8]=[CH:7][CH:6]=[CH:5][C:4]=1[C:9]1[S:13][C:12]2=[N:14][C:15]([C:17]3[CH:22]=[CH:21][CH:20]=[CH:19][CH:18]=3)=[CH:16][N:11]2[N:10]=1)([OH:24])=[O:23]. Procedure: 12 g of 2-(2-cyanophenyl)-6-phenyl-imidazo[2,1-b]-1,3,4-thiadiazole (Example No. 31) are heated to 170°-175° C. in 40 g of crystalline H3PO4 for 5 hours, the mixture is cooled and stirred with water, the precipitate is filtered off and dissolved in 2 N NaOH, the solution is clarified with charcoal and the product is precipitated with 2 N HCl.